From a dataset of the Open Reaction Database (ORD), a public repository of structured organic reaction records. describe an organic reaction: reactants, conditions, products, and yield Reactants: BrB(Br)Br, O=C([O-])O, COc1ccc2c(C(=O)c3ccc(OCCN4CCCCC4)cc3)c(-c3c(F)cc(F)cc3F)ccc2c1, CCOCC, CO, ClCCl, Cl, [Na+]. The product is O=C(c1ccc(OCCN2CCCCC2)cc1)c1c(-c2c(F)cc(F)cc2F)ccc2cc(O)ccc12. As a reaction SMILES: [B:45]([Br:46])([Br:47])[Br:48].[C:49](=[O:50])([OH:51])[O-:52].[CH3:1][O:2][c:3]1[cH:4][c:5]2[cH:6][cH:7][c:8](-[c:30]3[c:31]([F:38])[cH:32][c:33]([F:37])[cH:34][c:35]3[F:36])[c:9]([C:13](=[O:14])[c:15]3[cH:16][cH:17][c:18]([O:21][CH2:22][CH2:23][N:24]4[CH2:25][CH2:26][CH2:27][CH2:28][CH2:29]4)[cH:19][cH:20]3)[c:10]2[cH:11][cH:12]1.[CH3:40][CH2:41][O:42][CH2:43][CH3:44].[CH3:57][OH:58].[Cl:54][CH2:55][Cl:56].[ClH:39].[Na+:53]>>[OH:2][c:3]1[cH:4][c:5]2[cH:6][cH:7][c:8](-[c:30]3[c:31]([F:38])[cH:32][c:33]([F:37])[cH:34][c:35]3[F:36])[c:9]([C:13](=[O:14])[c:15]3[cH:16][cH:17][c:18]([O:21][CH2:22][CH2:23][N:24]4[CH2:25][CH2:26][CH2:27][CH2:28][CH2:29]4)[cH:19][cH:20]3)[c:10]2[cH:11][cH:12]1. Reactants: C(C1=CC=2OCOC2C=C1)(=O)Cl (piperonyloyl chloride), amide, C(C1=CC=2OCOC2C=C1)(=O)O (piperonylic acid), Compound V, Compound V, C(=O)(C=1NC=CN1)C=1NC=CN1 (carbonyl diimidazole), N1CCC=CC1 (1,2,3,6-tetrahydropyridine). Yields the product O1COC2=C1C=CC(=C2)C(=O)N2CCC=CC2 (1-(1,3-benzodioxol-5-ylcarbonyl)-1,2,3,6-tetrahydro-pyridine). Reaction SMILES: [C:1]([C:8]1NC=CN=1)([C:3]1[NH:4][CH:5]=[CH:6]N=1)=O.[C:13](O)(=[O:23])[C:14]1[CH:22]=[CH:21][C:20]2[O:19][CH2:18][O:17][C:16]=2[CH:15]=1.C(Cl)(=O)C1C=CC2OCOC=2C=1.N1CC=CCC1>>[O:19]1[C:20]2[CH:21]=[CH:22][C:14]([C:13]([N:4]3[CH2:5][CH:6]=[CH:8][CH2:1][CH2:3]3)=[O:23])=[CH:15][C:16]=2[O:17][CH2:18]1. Reported procedure: The product amide is made by the method employed for the preparation of Invention Compound V, which uses carbonyl diimidazole in order to activate piperonylic acid, or piperonyloyl chloride (available from Aldrich) can be combined with 1,2,3,6-tetrahydropyridine either in a suitable anhydrous solvent or without solvent. In either case, the isolation of product is performed in the same manner as done for Invention Compound V to give Invention Compound III as a white solid. EIMS m/z=231 (parent, 1...